Task: describe an organic reaction: reactants, conditions, products, and yield. Dataset: the Open Reaction Database (ORD), a public repository of structured organic reaction records Reactants: CN(C)C=O, Fc1cccc(Cl)c1, [H-], [H][H], [Na+], O, O=c1[nH]nc2n1-c1ccccc1Oc1ccccc1-2. Yields the product O=c1n(-c2cccc(Cl)c2)nc2n1-c1ccccc1Oc1ccccc1-2. Reaction SMILES: [CH3:33][N:34]([CH3:35])[CH:36]=[O:37].[F:24][c:25]1[cH:26][c:27]([Cl:31])[cH:28][cH:29][cH:30]1.[H-:1].[H:22][H:23].[Na+:2].[OH2:32].[n:3]1[nH:4][c:5](=[O:21])[n:6]2[c:12]1-[c:11]1[c:10]([cH:16][cH:15][cH:14][cH:13]1)[O:9][c:8]1[c:7]-2[cH:20][cH:19][cH:18][cH:17]1>>[n:3]1[n:4](-[c:25]2[cH:26][c:27]([Cl:31])[cH:28][cH:29][cH:30]2)[c:5](=[O:21])[n:6]2[c:12]1-[c:11]1[c:10]([cH:16][cH:15][cH:14][cH:13]1)[O:9][c:8]1[c:7]-2[cH:20][cH:19][cH:18][cH:17]1.